This data is from the Open Reaction Database (ORD), a public repository of structured organic reaction records. The task is: describe an organic reaction: reactants, conditions, products, and yield RXN SMILES: [CH2:42]([Cl:43])[CH2:44][Cl:45].[CH3:19][O:20][c:21]1[cH:22][c:23]([CH2:38][C:39](=[O:40])[OH:41])[cH:24][cH:25][c:26]1[NH:27][C:28](=[O:29])[NH:30][c:31]1[c:32]([CH3:37])[cH:33][cH:34][cH:35][cH:36]1.[ClH:46].[NH:1]1[CH:2]([CH2:6][NH:7][c:8]2[cH:9][cH:10][c:11]([C:14](=[O:15])[O:16][CH2:17][CH3:18])[n:12][cH:13]2)[CH2:3][CH2:4][CH2:5]1.[O:47]=[CH:48][N:49]([CH3:50])[CH3:51]>>[N:1]1([C:39]([CH2:38][c:23]2[cH:22][c:21]([O:20][CH3:19])[c:26]([NH:27][C:28](=[O:29])[NH:30][c:31]3[c:32]([CH3:37])[cH:33][cH:34][cH:35][cH:36]3)[cH:25][cH:24]2)=[O:40])[CH:2]([CH2:6][NH:7][c:8]2[cH:9][cH:10][c:11]([C:14](=[O:15])[O:16][CH2:17][CH3:18])[n:12][cH:13]2)[CH2:3][CH2:4][CH2:5]1. Reactants: ClCCCl, COc1cc(CC(=O)O)ccc1NC(=O)Nc1ccccc1C, Cl, CCOC(=O)c1ccc(NCC2CCCN2)cn1, CN(C)C=O. The product is CCOC(=O)c1ccc(NCC2CCCN2C(=O)Cc2ccc(NC(=O)Nc3ccccc3C)c(OC)c2)cn1. The reactants are BrC=1N=C(SC1)C1=NC(=CC(=C1)C1=CC=C(C=C1)C(F)(F)F)C (2-(4-bromo-thiazol-2-yl)-6-methyl-4-(4-trifluoromethyl-phenyl)-pyridine), NC1=NC=C(C=N1)B1OC(C(O1)(C)C)(C)C (2-amino-5-(4,4,5,5-tetramethyl-1,3,2-dioxaborolan-2-yl)pyrimidine). Product: CC1=CC(=CC(=N1)C=1SC=C(N1)C=1C=NC(=NC1)N)C1=CC=C(C=C1)C(F)(F)F (5-{2-[6-Methyl-4-(4-trifluoromethyl-phenyl)-pyridin-2-yl]-thiazol-4-yl}-pyrimidin-2-ylamine). Reaction SMILES: Br[C:2]1[N:3]=[C:4]([C:7]2[CH:12]=[C:11]([C:13]3[CH:18]=[CH:17][C:16]([C:19]([F:22])([F:21])[F:20])=[CH:15][CH:14]=3)[CH:10]=[C:9]([CH3:23])[N:8]=2)[S:5][CH:6]=1.[NH2:24][C:25]1[N:30]=[CH:29][C:28](B2OC(C)(C)C(C)(C)O2)=[CH:27][N:26]=1>>[CH3:23][C:9]1[N:8]=[C:7]([C:4]2[S:5][CH:6]=[C:2]([C:28]3[CH:27]=[N:26][C:25]([NH2:24])=[N:30][CH:29]=3)[N:3]=2)[CH:12]=[C:11]([C:13]2[CH:18]=[CH:17][C:16]([C:19]([F:22])([F:21])[F:20])=[CH:15][CH:14]=2)[CH:10]=1. Procedure: The title compound was prepared from 2-(4-bromo-thiazol-2-yl)-6-methyl-4-(4-trifluoromethyl-phenyl)-pyridine (example E.80) (0.20 g, 0.50 mmol) and commercially available 2-amino-5-(4,4,5,5-tetramethyl-1,3,2-dioxaborolan-2-yl)pyrimidine (0.133 g, 0.60 mmol) according to the general procedure VI. Obtained as a white solid (0.100 g, 48%/o). MS (ISP) 414.2 [(M+H)+]; mp>250° C. Starting materials: O=C([O-])[O-], NC(=O)c1cccc(-c2csc(N=C(N)N)n2)n1, CN(C)C=O, CCOC(C)=O, [K+], [K+], C1CCOC1, O, O=P(Cl)(Cl)Cl. Yields the product N#Cc1cccc(-c2csc(N=C(N)N)n2)n1. Reaction SMILES: [C:29](=[O:30])([O-:31])[O-:32].[C:6]([NH2:7])(=[O:8])[c:9]1[cH:10][cH:11][cH:12][c:13](-[c:15]2[n:16][c:17]([N:20]=[C:21]([NH2:22])[NH2:23])[s:18][cH:19]2)[n:14]1.[CH3:35][N:36]([CH3:37])[CH:38]=[O:39].[CH3:41][CH2:42][O:43][C:44](=[O:45])[CH3:46].[K+:33].[K+:34].[O:24]1[CH2:25][CH2:26][CH2:27][CH2:28]1.[OH2:40].[P:1]([Cl:2])([Cl:3])([Cl:4])=[O:5]>>[C:6](#[N:7])[c:9]1[cH:10][cH:11][cH:12][c:13](-[c:15]2[n:16][c:17]([N:20]=[C:21]([NH2:22])[NH2:23])[s:18][cH:19]2)[n:14]1. Starting materials: [H-], [Na+], CN(C)C=O, CC(Nc1nc(Cl)cc(Cl)n1)c1ccccc1, c1ccc2[nH]cnc2c1. Yields the product CC(Nc1nc(Cl)cc(-n2cnc3ccccc32)n1)c1ccccc1. RXN SMILES: [H-:2].[Na+:1].[O:29]=[CH:30][N:31]([CH3:32])[CH3:33].[c:12]1([CH:18]([CH3:19])[NH:20][c:21]2[n:22][c:23]([Cl:28])[cH:24][c:25]([Cl:27])[n:26]2)[cH:13][cH:14][cH:15][cH:16][cH:17]1.[n:3]1[cH:4][nH:5][c:6]2[c:7]1[cH:8][cH:9][cH:10][cH:11]2>>[n:3]1(-[c:25]2[cH:24][c:23]([Cl:28])[n:22][c:21]([NH:20][CH:18]([c:12]3[cH:13][cH:14][cH:15][cH:16][cH:17]3)[CH3:19])[n:26]2)[cH:4][n:5][c:6]2[c:7]1[cH:8][cH:9][cH:10][cH:11]2.